Dataset: the Open Reaction Database (ORD), a public repository of structured organic reaction records. Task: describe an organic reaction: reactants, conditions, products, and yield Reactants: FC(C1CCC(CC1)OC(N(C)[C@@H]1CNC[C@H]1C1=CC(=C(C=C1)Cl)Cl)=O)(F)F ([(3S,4R)-4-(3,4-dichloro-phenyl)-pyrrolidin-3-yl]-methyl-carbamic acid 4-trifluoromethyl-cyclohexyl ester), CC1=CC=C(N=N1)N1CCC(CC1)C(=O)O (1-(6-methyl-pyridazin-3-yl)-piperidine-4-carboxylic acid). Product: FC(C1CCC(CC1)OC(N(C)[C@@H]1CN(C[C@H]1C1=CC(=C(C=C1)Cl)Cl)C(=O)C1CCN(CC1)C=1N=NC(=CC1)C)=O)(F)F ({(3S,4R)-4-(3,4-dichloro-phenyl)-1-[1-(6-methyl-pyridazin-3-yl)-piperidine-4-carbonyl]-pyrrolidin-3-yl}-methyl-carbamic acid 4-trifluoromethyl-cyclohexyl ester). As a reaction SMILES: [F:1][C:2]([F:28])([F:27])[CH:3]1[CH2:8][CH2:7][CH:6]([O:9][C:10](=[O:26])[N:11]([C@H:13]2[C@H:17]([C:18]3[CH:23]=[CH:22][C:21]([Cl:24])=[C:20]([Cl:25])[CH:19]=3)[CH2:16][NH:15][CH2:14]2)[CH3:12])[CH2:5][CH2:4]1.[CH3:29][C:30]1[N:35]=[N:34][C:33]([N:36]2[CH2:41][CH2:40][CH:39]([C:42](O)=[O:43])[CH2:38][CH2:37]2)=[CH:32][CH:31]=1>>[F:28][C:2]([F:1])([F:27])[CH:3]1[CH2:8][CH2:7][CH:6]([O:9][C:10](=[O:26])[N:11]([C@H:13]2[C@H:17]([C:18]3[CH:23]=[CH:22][C:21]([Cl:24])=[C:20]([Cl:25])[CH:19]=3)[CH2:16][N:15]([C:42]([CH:39]3[CH2:38][CH2:37][N:36]([C:33]4[N:34]=[N:35][C:30]([CH3:29])=[CH:31][CH:32]=4)[CH2:41][CH2:40]3)=[O:43])[CH2:14]2)[CH3:12])[CH2:5][CH2:4]1. Procedure details: In analogy to the procedure described for the synthesis of example 44 (step c), the title compound {(3S,4R)-4-(3,4-dichloro-phenyl)-1-[1-(6-methyl-pyridazin-3-yl)-piperidine-4-carbonyl]-pyrrolidin-3-yl}-methyl-carbamic acid 4-trifluoromethyl-cyclohexyl ester was prepared from [(3S,4R)-4-(3,4-dichloro-phenyl)-pyrrolidin-3-yl]-methyl-carbamic acid 4-trifluoromethyl-cyclohexyl ester instead of [(3S,4R)-4-(3,4-dichloro-phenyl)-pyrrolidin-3-yl]-methyl-carbamic acid 4-fluoro-phenyl ester using 1-(6-me... Starting materials: CC(=O)O, O=Cc1ccc(OC(F)F)c(OCC2CC2)c1, [O-][Cl+][O-], NS(=O)(=O)O, [Na+], O. Yields the product O=C(O)c1ccc(OC(F)F)c(OCC2CC2)c1. As a reaction SMILES: [CH3:27][C:28](=[O:29])[OH:30].[CH:1]1([CH2:4][O:5][c:6]2[cH:7][c:8]([CH:9]=[O:10])[cH:11][cH:12][c:13]2[O:14][CH:15]([F:16])[F:17])[CH2:2][CH2:3]1.[Cl+:23]([O-:24])[O-:25].[NH2:18][S:19]([OH:20])(=[O:21])=[O:22].[Na+:26].[OH2:31]>>[CH:1]1([CH2:4][O:5][c:6]2[cH:7][c:8]([C:9](=[O:10])[OH:20])[cH:11][cH:12][c:13]2[O:14][CH:15]([F:16])[F:17])[CH2:2][CH2:3]1.